The task is: describe an organic reaction: reactants, conditions, products, and yield. This data is from the Open Reaction Database (ORD), a public repository of structured organic reaction records. The reactants are CCCCCCCCCCCCCCCCNc1ccc(CC(N)=O)cc1, c1ccccc1. Yields the product CCCCCCCCCCCCCCCCNc1ccc(CC#N)cc1. Reaction SMILES: [CH2:1]([CH2:2][CH2:3][CH2:4][CH2:5][CH2:6][CH2:7][CH2:8][CH2:9][CH2:10][CH2:11][CH2:12][CH2:13][CH2:14][CH2:15][CH3:16])[NH:17][c:18]1[cH:19][cH:20][c:21]([CH2:24][C:25](=[O:26])[NH2:27])[cH:22][cH:23]1.[cH:28]1[cH:29][cH:30][cH:31][cH:32][cH:33]1>>[CH2:1]([CH2:2][CH2:3][CH2:4][CH2:5][CH2:6][CH2:7][CH2:8][CH2:9][CH2:10][CH2:11][CH2:12][CH2:13][CH2:14][CH2:15][CH3:16])[NH:17][c:18]1[cH:19][cH:20][c:21]([CH2:24][C:25]#[N:27])[cH:22][cH:23]1. The reactants are pamoate, PLGA, C[C@H]([C@H]1C(=O)N[C@@H](CSSC[C@@H](C(=O)N[C@H](C(=O)N[C@@H](C(=O)N[C@H](C(=O)N1)CCCCN)CC2=CNC3=C2C=CC=C3)CC=4C=CC=CC4)NC(=O)[C@@H](CC=5C=CC=CC5)N)C(=O)N[C@H](CO)[C@@H](C)O)O.CC(=O)O (Octreotide acetate), organic acid, [Na] (sodium). The solvent is CCOC(=O)C (EtOAc), C(C1=CC=CC=C1)O (BnOH), in-water. Conditions: time 4 hour. Yields the product C[C@H]([C@H]1C(=O)N[C@@H](CSSC[C@@H](C(=O)N[C@H](C(=O)N[C@@H](C(=O)N[C@H](C(=O)N1)CCCCN)CC2=CNC3=C2C=CC=C3)CC=4C=CC=CC4)NC(=O)[C@@H](CC=5C=CC=CC5)N)C(=O)N[C@H](CO)[C@@H](C)O)O (octreotide). Reaction SMILES: [CH3:1][C@@H:2]([OH:71])[C@@H:3]1[NH:27][C:25](=[O:26])[C@H:24]([CH2:28][CH2:29][CH2:30][CH2:31][NH2:32])[NH:23][C:21](=[O:22])[C@@H:20]([CH2:33][C:34]2[C:38]3[CH:39]=[CH:40][CH:41]=[CH:42][C:37]=3[NH:36][CH:35]=2)[NH:19][C:17](=[O:18])[C@H:16]([CH2:43][C:44]2[CH:45]=[CH:46][CH:47]=[CH:48][CH:49]=2)[NH:15][C:13](=[O:14])[C@@H:12]([NH:50][C:51]([C@H:53]([NH2:61])[CH2:54][C:55]2[CH:56]=[CH:57][CH:58]=[CH:59][CH:60]=2)=[O:52])[CH2:11][S:10][S:9][CH2:8][C@@H:7]([C:62]([NH:64][C@@H:65]([C@H:68]([OH:70])[CH3:69])[CH2:66][OH:67])=[O:63])[NH:6][C:4]1=[O:5].CC(O)=O.[Na]>CCOC(C)=O.C(O)C1C=CC=CC=1>[CH3:1][C@@H:2]([OH:71])[C@@H:3]1[NH:27][C:25](=[O:26])[C@H:24]([CH2:28][CH2:29][CH2:30][CH2:31][NH2:32])[NH:23][C:21](=[O:22])[C@@H:20]([CH2:33][C:34]2[C:38]3[CH:39]=[CH:40][CH:41]=[CH:42][C:37]=3[NH:36][CH:35]=2)[NH:19][C:17](=[O:18])[C@H:16]([CH2:43][C:44]2[CH:49]=[CH:48][CH:47]=[CH:46][CH:45]=2)[NH:15][C:13](=[O:14])[C@@H:12]([NH:50][C:51]([C@H:53]([NH2:61])[CH2:54][C:55]2[CH:60]=[CH:59][CH:58]=[CH:57][CH:56]=2)=[O:52])[CH2:11][S:10][S:9][CH2:8][C@@H:7]([C:62]([NH:64][C@@H:65]([C@H:68]([OH:70])[CH3:69])[CH2:66][OH:67])=[O:63])[NH:6][C:4]1=[O:5] |f:0.1,^1:75|. Procedure: Alternative organic ions in addition to pamoate were investigated to explore the general utility of the present invention. Microparticle formulations were prepared by an oil-in-water emulsion/solvent extraction method. PLGA polymer (MW 24,000, 160 mg) was dissolved in EtOAc (1000 μL). Octreotide acetate (40 mg) was dissolved in BnOH (1000 μL) and added to the polymer solution yielding a homogenous organic phase. The resulting organic phase was combined with a 1% PVA aqueous phase containing 10-2... The product is C(C1=CN=CC=C1)(=O)N (nicotinamide), C1=CC(=CN=C1)C(=O)O (niacin). Procedure details: As to preparative methods for these compounds, cyanopyridines have frequently been hydrolyzed in batch and continuous processes with catalytic to stoichiometric excesses of a base. A majority of the methods reported have been batch processes. For example, 4-cyanopyridine in the presence of sodium hydroxide at a molar ratio of 1:(0.03-0.075) and at 120°-170° C. is reported to give isonicotinamide. See U.S.S.R. SU 1,553,531 (1990); CA:113:78174f (1990). Similarly, 2-cyanopyridine is reported to re... Reactants: C(#N)C=1C=NC=CC1 (3-cyanopyridine), N (ammonia), C(#N)C1=CC=NC=C1 (4-cyanopyridine), [OH-].[Na+] (sodium hydroxide), ( 1.5-1.75 ), 176187n, C(C1=CC=NC=C1)(=O)O (isonicotinic acid), SU 1,553,530, 78173e, SU 1,288,183. Reaction SMILES: C([C:3]1[CH:8]=[CH:7][N:6]=[CH:5][CH:4]=1)#N.[OH-].[Na+].[C:11]([OH:19])(=[O:18])C1C=CN=CC=1.[C:20]([C:22]1[CH:23]=[N:24][CH:25]=[CH:26][CH:27]=1)#[N:21].N>>[C:20]([NH2:21])(=[O:18])[C:22]1[CH:27]=[CH:26][CH:25]=[N:24][CH:23]=1.[CH:8]1[CH:7]=[N:6][CH:5]=[C:4]([C:11]([OH:19])=[O:18])[CH:3]=1 |f:1.2|.